Dataset: the Open Reaction Database (ORD), a public repository of structured organic reaction records. Task: describe an organic reaction: reactants, conditions, products, and yield The reactants are ClC1=CC=C2C(=CNC2=C1)C(=O)N1CCC(CC1)C1=C(C=CC=C1)C(F)(F)F ((6-chloro-1H-indol-3-yl)-[4-(2-trifluoromethyl-phenyl)-piperidin-1-yl]-methanone), ClCC(=O)N(C)C (2-chloro-N,N-dimethyl-acetamide). Yields the product ClC1=CC=C2C(=CN(C2=C1)CC(=O)N(C)C)C(=O)N1CCC(CC1)C1=C(C=CC=C1)C(F)(F)F (2-{6-Chloro-3-[4-(2-trifluoromethyl-phenyl)-piperidine-1-carbonyl]-indol-1-yl}-N,N-dimethyl-acetamide). RXN SMILES: [Cl:1][C:2]1[CH:10]=[C:9]2[C:5]([C:6]([C:11]([N:13]3[CH2:18][CH2:17][CH:16]([C:19]4[CH:24]=[CH:23][CH:22]=[CH:21][C:20]=4[C:25]([F:28])([F:27])[F:26])[CH2:15][CH2:14]3)=[O:12])=[CH:7][NH:8]2)=[CH:4][CH:3]=1.Cl[CH2:30][C:31]([N:33]([CH3:35])[CH3:34])=[O:32]>>[Cl:1][C:2]1[CH:10]=[C:9]2[C:5]([C:6]([C:11]([N:13]3[CH2:14][CH2:15][CH:16]([C:19]4[CH:24]=[CH:23][CH:22]=[CH:21][C:20]=4[C:25]([F:28])([F:27])[F:26])[CH2:17][CH2:18]3)=[O:12])=[CH:7][N:8]2[CH2:30][C:31]([N:33]([CH3:35])[CH3:34])=[O:32])=[CH:4][CH:3]=1. Procedure details: Analogous to general procedure I, the coupling of (6-chloro-1H-indol-3-yl)-[4-(2-trifluoromethyl-phenyl)-piperidin-1-yl]-methanone (prepared herein) with (commercially available) 2-chloro-N,N-dimethyl-acetamide gave the title compound. Reactants: C(C1=CC=CC=C1)OC=1C(CC(=NC1)CO)=O (5-benzyloxy-2-hydroxymethyl-4-pyridone), S(=O)(Cl)Cl (thionyl chloride). Solvent: C1=CC=CC=C1 (benzene). Yields the product C(C1=CC=CC=C1)OC=1C(CC(=NC1)CCl)=O (5-benzyloxy-2-chloromethyl-4-pyridone). Reaction SMILES: [CH2:1]([O:8][C:9]1[C:10](=[O:17])[CH2:11][C:12]([CH2:15]O)=[N:13][CH:14]=1)[C:2]1[CH:7]=[CH:6][CH:5]=[CH:4][CH:3]=1.S(Cl)([Cl:20])=O>C1C=CC=CC=1>[CH2:1]([O:8][C:9]1[C:10](=[O:17])[CH2:11][C:12]([CH2:15][Cl:20])=[N:13][CH:14]=1)[C:2]1[CH:7]=[CH:6][CH:5]=[CH:4][CH:3]=1. Procedure: To a suspension of 5-benzyloxy-2-hydroxymethyl-4-pyridone (33 g) in benzene (500 ml) was added thionyl chloride (28.4 ml) at ambient temperature under stirring. After being stirred at the same temperature for 30 minutes, the mixture was refluxed for 4 hours. The resulting mixture was cooled to ambient temperature. The precipitate was collected by filtration, washed with benzene and dried under reduced pressure to give 5-benzyloxy-2-chloromethyl-4-pyridone (41.5 g). Starting materials: COC(=O)c1c[nH]c2cc(Cl)ccc12, CN(C)CCCl, Cl, [H-], [Na+], CN(C)C=O. The product is COC(=O)c1cn(CCN(C)C)c2cc(Cl)ccc12. RXN SMILES: [CH3:1][O:2][C:3](=[O:4])[c:5]1[cH:6][nH:7][c:8]2[cH:9][c:10]([Cl:14])[cH:11][cH:12][c:13]12.[Cl:18][CH2:19][CH2:20][N:21]([CH3:22])[CH3:23].[ClH:17].[H-:16].[Na+:15].[O:24]=[CH:25][N:26]([CH3:27])[CH3:28]>>[CH3:1][O:2][C:3](=[O:4])[c:5]1[cH:6][n:7]([CH2:19][CH2:20][N:21]([CH3:22])[CH3:23])[c:8]2[cH:9][c:10]([Cl:14])[cH:11][cH:12][c:13]12. The reactants are O1CC(CCC1)CCO (2-(tetrahydro-2H-pyran-3-yl)ethanol), C(Br)(Br)(Br)Br (carbon tetrabromide), C1(=CC=CC=C1)P(C1=CC=CC=C1)C1=CC=CC=C1 (triphenylphosphine). Run in C(Cl)Cl (DCM), C(Cl)Cl (DCM). Product: BrCCC1COCCC1 (3-(2-Bromoethyl)tetrahydro-2H-pyran). As a reaction SMILES: C1(P(C2C=CC=CC=2)C2C=CC=CC=2)C=CC=CC=1.[O:20]1[CH2:25][CH2:24][CH2:23][CH:22]([CH2:26][CH2:27]O)[CH2:21]1.C(Br)(Br)(Br)[Br:30]>C(Cl)Cl>[Br:30][CH2:27][CH2:26][CH:22]1[CH2:23][CH2:24][CH2:25][O:20][CH2:21]1. Reported procedure: A solution of triphenylphosphine (725 mg, 2.77 mmol) in DCM (4 ml) was added dropwise with water-bath cooling to a solution of 2-(tetrahydro-2H-pyran-3-yl)ethanol (300 mg, 2.304 mmol) and carbon tetrabromide (917 mg, 2.77 mmol) in DCM (6 ml). Run at time 3 hour. As a reaction SMILES: C[O:2][C:3]([C:5]1[C:9]([NH:10][C:11](=[O:23])[CH2:12][CH2:13][CH2:14][O:15][C:16]2[CH:21]=[CH:20][CH:19]=[CH:18][C:17]=2[Cl:22])=[CH:8][S:7][CH:6]=1)=[O:4].O.[OH-].[Li+]>O1CCCC1.O>[Cl:22][C:17]1[CH:18]=[CH:19][CH:20]=[CH:21][C:16]=1[O:15][CH2:14][CH2:13][CH2:12][C:11]([NH:10][C:9]1[C:5]([C:3]([OH:4])=[O:2])=[CH:6][S:7][CH:8]=1)=[O:23] |f:1.2.3|. Run in O1CCCC1 (tetrahydrofuran), O (water). Procedure: 4-[4-(2-Chloro-phenoxy)-butyrylamino]-thiophene-3-carboxylic acid methyl ester (270 mg, 0.763 mmol) was added to a solution of lithium hydroxide monohydrate (71.1 mg, 1.68 mmol) in a mixture of tetrahydrofuran (7.4 mL) and water (7.4 mL) and the reaction mixture was stirred for 3 hours at room temperature. The tetrahydofuran was evaporated and the solution was neutralized by addition of a solution of hydrochloric acid (1N, 0.39 mL). The precipitate was filtered, washed with water and dried in va... Starting materials: COC(=O)C1=CSC=C1NC(CCCOC1=C(C=CC=C1)Cl)=O (4-[4-(2-Chloro-phenoxy)-butyrylamino]-thiophene-3-carboxylic acid methyl ester), O.[OH-].[Li+] (lithium hydroxide monohydrate). Isolated yield 84.1%. Product: ClC1=C(OCCCC(=O)NC=2C(=CSC2)C(=O)O)C=CC=C1 (4-[4-(2-Chloro-phenoxy)-butyrylamino]-thiophene-3-carboxylic acid). Reaction conditions: time 14 hour. RXN SMILES: C([O:9][C@@H:10]1[C@H:14]([O:15]C(=O)C2C=CC=CC=2)[C@@H:13]([C:24]([NH:26][CH2:27][CH3:28])=[O:25])[O:12][C@H:11]1[N:29]1[CH:37]=[N:36][C:35]2[C:30]1=[N:31][C:32](I)=[N:33][C:34]=2[NH:38][CH2:39][CH:40]([C:48]1[CH:53]=[CH:52][CH:51]=[C:50]([CH3:54])[CH:49]=1)[C:41]1[CH:46]=[CH:45][CH:44]=[C:43]([CH3:47])[CH:42]=1)(=O)C1C=CC=CC=1.[NH2:56][CH2:57][CH2:58][NH:59][C:60]([NH:62][CH2:63][CH2:64][N:65]([CH:69]([CH3:71])[CH3:70])[CH:66]([CH3:68])[CH3:67])=[O:61].C1C[O:75][CH2:74]C1>C1C=CC([P]([Pd]([P](C2C=CC=CC=2)(C2C=CC=CC=2)C2C=CC=CC=2)([P](C2C=CC=CC=2)(C2C=CC=CC=2)C2C=CC=CC=2)[P](C2C=CC=CC=2)(C2C=CC=CC=2)C2C=CC=CC=2)(C2C=CC=CC=2)C2C=CC=CC=2)=CC=1>[CH3:54][C:50]1[CH:49]=[C:48]([CH:40]([C:41]2[CH:46]=[CH:45][CH:44]=[C:43]([CH3:47])[CH:42]=2)[CH2:39][NH:38][C:34]2[N:33]=[C:32]([C:74]([NH:56][CH2:57][CH2:58][NH:59][C:60]([NH:62][CH2:63][CH2:64][N:65]([CH:69]([CH3:71])[CH3:70])[CH:66]([CH3:67])[CH3:68])=[O:61])=[O:75])[N:31]=[C:30]3[C:35]=2[N:36]=[CH:37][N:29]3[C@H:11]2[C@H:10]([OH:9])[C@H:14]([OH:15])[C@@H:13]([C:24]([NH:26][CH2:27][CH3:28])=[O:25])[O:12]2)[CH:53]=[CH:52][CH:51]=1 |^1:80,82,101,120|. The reagents and catalysts are C=1C=CC(=CC1)[P](C=2C=CC=CC2)(C=3C=CC=CC3)[Pd]([P](C=4C=CC=CC4)(C=5C=CC=CC5)C=6C=CC=CC6)([P](C=7C=CC=CC7)(C=8C=CC=CC8)C=9C=CC=CC9)[P](C=1C=CC=CC1)(C=1C=CC=CC1)C=1C=CC=CC1 (tetrakis(triphenylphosphine)palladium(0)). Product: CC=1C=C(C=CC1)C(CNC1=C2N=CN(C2=NC(=N1)C(=O)NCCNC(=O)NCCN(C(C)C)C(C)C)[C@@H]1O[C@@H]([C@H]([C@H]1O)O)C(=O)NCC)C1=CC(=CC=C1)C (6-{[2,2-Bis(3-methyl phenyl)ethyl]amino}-N-[2-[({[2-(diisopropylamino)ethyl]amino}carbonyl)-amino]ethyl]-9-{(2R,3R,4S,5S)-5-[(ethylamino)carbonyl]-3,4-dihydroxytetrahydro-2-furanyl}-9H-purine-2-carboxamide). Reactants: C(C1=CC=CC=C1)(=O)O[C@H]1[C@@H](O[C@@H]([C@H]1OC(C1=CC=CC=C1)=O)C(=O)NCC)N1C2=NC(=NC(=C2N=C1)NCC(C1=CC(=CC=C1)C)C1=CC(=CC=C1)C)I ((2R,3R,4S,5S)-4-(benzoyloxy)-2-(6-{[2,2-bis(3-methylphenyl)ethyl]amino}-2-iodo-9H-purin-9-yl)-5-[(ethylamino)carbonyl]tetrahydro-3-furanyl benzoate), NCCNC(=O)NCCN(C(C)C)C(C)C (N-(2-aminoethyl)-N′-[2-(diisopropylamino)ethyl]urea), C1CCOC1 (THF). Reported procedure: A solution of (2R,3R,4S,5S)-4-(benzoyloxy)-2-(6-{[2,2-bis(3-methylphenyl)ethyl]amino}-2-iodo-9H-purin-9-yl)-5-[(ethylamino)carbonyl]tetrahydro-3-furanyl benzoate (Preparation 48) (200 mg, 0.24 mmol), N-(2-aminoethyl)-N′-[2-(diisopropylamino)ethyl]urea (Preparation 52) (270 mg, 1.18 mmol) and tetrakis(triphenylphosphine)palladium(0) (27 mg, 0.024 mmol) in THF (5 ml) was carbonylated at 60° C. and 345 KPa under a carbon monoxide atmosphere for 14 hours. TLC analysis showed the desired product toge... The reactants are BrC1=NC=C(C=2C1=CN(N2)C2=C(C=CC=C2Cl)Cl)F (4-bromo-2-(2,6-dichlorophenyl)-7-fluoro-2H-pyrazolo[4,3-c]pyridine), C(N)(OC(C)(C)C)=O (tert-butyl carbamate), CC1(C2=C(C(=CC=C2)P(C3=CC=CC=C3)C4=CC=CC=C4)OC5=C(C=CC=C51)P(C6=CC=CC=C6)C7=CC=CC=C7)C (Xantphos), [O-]P(=O)([O-])[O-].[K+].[K+].[K+] (potassium phosphate tribasic). The reagents and catalysts are C=1C=CC(=CC1)/C=C/C(=O)/C=C/C2=CC=CC=C2.C=1C=CC(=CC1)/C=C/C(=O)/C=C/C2=CC=CC=C2.C=1C=CC(=CC1)/C=C/C(=O)/C=C/C2=CC=CC=C2.[Pd].[Pd] (Pd2(dba)3). The solvent is C1(=CC=CC=C1)C (toluene), O (water). Run at temperature 70 celsius. The product is C(C)(C)(C)OC(NC1=NC=C(C=2C1=CN(N2)C2=C(C=CC=C2Cl)Cl)F)=O ([2-(2,6-Dichlorophenyl)-7-fluoro-2H-pyrazolo[4,3-c]pyridin-4-yl]-carbamic acid tert-butyl ester). The yield is 57.0%. As a reaction SMILES: Br[C:2]1[C:7]2=[CH:8][N:9]([C:11]3[C:16]([Cl:17])=[CH:15][CH:14]=[CH:13][C:12]=3[Cl:18])[N:10]=[C:6]2[C:5]([F:19])=[CH:4][N:3]=1.[C:20](=[O:27])([O:22][C:23]([CH3:26])([CH3:25])[CH3:24])[NH2:21].CC1(C)C2C(=C(P(C3C=CC=CC=3)C3C=CC=CC=3)C=CC=2)OC2C(P(C3C=CC=CC=3)C3C=CC=CC=3)=CC=CC1=2.[O-]P([O-])([O-])=O.[K+].[K+].[K+]>C1(C)C=CC=CC=1.O.C1C=CC(/C=C/C(/C=C/C2C=CC=CC=2)=O)=CC=1.C1C=CC(/C=C/C(/C=C/C2C=CC=CC=2)=O)=CC=1.C1C=CC(/C=C/C(/C=C/C2C=CC=CC=2)=O)=CC=1.[Pd].[Pd]>[C:23]([O:22][C:20](=[O:27])[NH:21][C:2]1[C:7]2=[CH:8][N:9]([C:11]3[C:16]([Cl:17])=[CH:15][CH:14]=[CH:13][C:12]=3[Cl:18])[N:10]=[C:6]2[C:5]([F:19])=[CH:4][N:3]=1)([CH3:26])([CH3:25])[CH3:24] |f:3.4.5.6,9.10.11.12.13|. Procedure: A suspension of 4-bromo-2-(2,6-dichlorophenyl)-7-fluoro-2H-pyrazolo[4,3-c]pyridine (635 mg, 1.75 mmol), tert-butyl carbamate (614 mg, 5.25 mmol), Pd2(dba)3 (40 mg, 0.044 mmol), Xantphos (101 mg, 0.175 mmol) and potassium phosphate tribasic (742 mg, 3.5 mmol) in toluene (15 mL) and water (3 mL) was de-gassed and purged with argon and the reaction mixture was heated at 70° C. for 5 h. The mixture was cooled and partitioned between ethyl acetate and water. The layers were separated and the organic ... Starting materials: NC(=S)N (thiourea), ClCC1=CC(=NN1)C1=CC=CC=C1 (5-(chloromethyl)-3-phenyl-1H-pyrazole), C(C)O (ethanol). Reaction conditions: temperature 20 celsius, time 2 day. The product is C1(=CC=CC=C1)C1=NN2C(CSCC2)=C1 (2-Phenyl-6,7-dihydro-4H-pyrazolo[5,1-c][1,4]thiazine). RXN SMILES: N[C:2](N)=[S:3].Cl[CH2:6][C:7]1[NH:11][N:10]=[C:9]([C:12]2[CH:17]=[CH:16][CH:15]=[CH:14][CH:13]=2)[CH:8]=1.[CH2:18](O)C>>[C:12]1([C:9]2[CH:8]=[C:7]3[CH2:6][S:3][CH2:2][CH2:18][N:11]3[N:10]=2)[CH:17]=[CH:16][CH:15]=[CH:14][CH:13]=1. Procedure details: 4.42 g (58 mmol) of thiourea are added to a solution of 5.59 g (29 mmol) of 5-(chloromethyl)-3-phenyl-1H-pyrazole in 200 ml of ethanol. The mixture is stirred at 20° C. for 2 days. Most of the solvent is then removed from the mixture, and 10-20 ml of dichloromethane are added. After brief stirring, the precipitate is filtered off with suction and dried. This gives 6.3 g of a product mixture which is used further without further purification. 4.19 g of this mixture are taken up again in 140 ml of... Starting materials: C(C)(C)(C)OC(=O)N1CCN(CC1)C1=NC(=C(C(=N1)OCCC(=O)O)OC1=C(C=CC=C1)OC)NS(=O)(=O)C1=CC=C(C=C1)C(C)(C)C (3-[2-(4-t-butoxycarbonylpiperazinyl)-6-(4-t-butyl-phenylsulfonylamino)-5-(2-methoxyphenoxy)-4-pyrimidinyloxy]-propionic acid), C(C)(C)C1=C(N)C=CC=C1 (2-isopropylaniline). Yields the product C(C)(C)C1=C(C=CC=C1)NC(CCOC1=NC(=NC(=C1OC1=C(C=CC=C1)OC)NS(=O)(=O)C1=CC=C(C=C1)C(C)(C)C)N1CCN(CC1)C(=O)OC(C)(C)C)=O (N-(2-isopropylphenyl)-3-[2-(4-t-butoxycarbonylpiperazinyl)-6-(4-t-butylphenylsulfonylamino)-5-(2-methoxyphenoxy)-4-pyrimidinyloxy]-propionamide). As a reaction SMILES: [C:1]([O:5][C:6]([N:8]1[CH2:13][CH2:12][N:11]([C:14]2[N:19]=[C:18]([O:20][CH2:21][CH2:22][C:23](O)=[O:24])[C:17]([O:26][C:27]3[CH:32]=[CH:31][CH:30]=[CH:29][C:28]=3[O:33][CH3:34])=[C:16]([NH:35][S:36]([C:39]3[CH:44]=[CH:43][C:42]([C:45]([CH3:48])([CH3:47])[CH3:46])=[CH:41][CH:40]=3)(=[O:38])=[O:37])[N:15]=2)[CH2:10][CH2:9]1)=[O:7])([CH3:4])([CH3:3])[CH3:2].[CH:49]([C:52]1[CH:58]=[CH:57][CH:56]=[CH:55][C:53]=1[NH2:54])([CH3:51])[CH3:50]>>[CH:49]([C:52]1[CH:58]=[CH:57][CH:56]=[CH:55][C:53]=1[NH:54][C:23](=[O:24])[CH2:22][CH2:21][O:20][C:18]1[C:17]([O:26][C:27]2[CH:32]=[CH:31][CH:30]=[CH:29][C:28]=2[O:33][CH3:34])=[C:16]([NH:35][S:36]([C:39]2[CH:40]=[CH:41][C:42]([C:45]([CH3:48])([CH3:46])[CH3:47])=[CH:43][CH:44]=2)(=[O:37])=[O:38])[N:15]=[C:14]([N:11]2[CH2:10][CH2:9][N:8]([C:6]([O:5][C:1]([CH3:3])([CH3:4])[CH3:2])=[O:7])[CH2:13][CH2:12]2)[N:19]=1)([CH3:51])[CH3:50]. Procedure details: The procedure described in Example 2 was repeated by use of 3-[2-(4-t-butoxycarbonylpiperazinyl)-6-(4-t-butyl-phenylsulfonylamino)-5-(2-methoxyphenoxy)-4-pyrimidinyloxy]-propionic acid and 2-isopropylaniline, to thereby obtain the title compound as a pale yellow oil. Reactants: C(C)(C)(C)C(C(=O)[O-])(OC1=C(C=C(C=C1)C(CNC(CCC1CCN(CC1)C(=O)OC(C)(C)C)=O)=O)OCC(=O)[O-])C(C)(C)C (Di-t-butyl[[4-[[N-[3-(1-t-butyloxycarbonylpiperidin-4-yl)propionyl]amino]acetyl]-o-phenylene]dioxy]diacetate), Example 9 ( b ). The solvent is FC(C(=O)O)(F)F (trifluoroacetic acid). The product is N1CCC(CC1)CCC(=O)NCC(=O)C1=CC(=C(C=C1)OCC(=O)O)OCC(=O)O ([[4-[[N-[3-(piperidin-4-yl)propionyl]amino]acetyl]-o-phenylene]dioxy]diacetic acid). Isolated yield 118.6%. As a reaction SMILES: C([C:5](C(C)(C)C)([O:9][C:10]1[CH:15]=[CH:14][C:13]([C:16](=[O:36])[CH2:17][NH:18][C:19](=[O:35])[CH2:20][CH2:21][CH:22]2[CH2:27][CH2:26][N:25](C(OC(C)(C)C)=O)[CH2:24][CH2:23]2)=[CH:12][C:11]=1[O:37][CH2:38][C:39]([O-:41])=[O:40])[C:6]([O-:8])=[O:7])(C)(C)C>FC(F)(F)C(O)=O>[NH:25]1[CH2:26][CH2:27][CH:22]([CH2:21][CH2:20][C:19]([NH:18][CH2:17][C:16]([C:13]2[CH:14]=[CH:15][C:10]([O:9][CH2:5][C:6]([OH:8])=[O:7])=[C:11]([O:37][CH2:38][C:39]([OH:41])=[O:40])[CH:12]=2)=[O:36])=[O:35])[CH2:23][CH2:24]1. Reported procedure: The compound prepared in (a) (480 mg) was dissolved in 5 ml of trifluoroacetic acid and treated in the same manner as described in Example 9 (b) to give the title compound (380 mg).